From a dataset of the Open Reaction Database (ORD), a public repository of structured organic reaction records. describe an organic reaction: reactants, conditions, products, and yield The reactants are BrC=1C=C(C(C(=O)OC)=CC1)C(=O)OC (Dimethyl 4-bromophthalate), [H-].[H-].[H-].[H-].[Li+].[Al+3] (LiAlH4). Run in C1CCOC1 (THF), C1CCOC1 (THF). Reaction conditions: temperature 0 celsius, time 1 hour. The product is BrC1=CC(=C(C=C1)CO)CO ((4-Bromo-1,2-phenylene)dimethanol). As a reaction SMILES: [Br:1][C:2]1[CH:3]=[C:4]([C:12](OC)=[O:13])[C:5](=[CH:10][CH:11]=1)[C:6](OC)=[O:7].[H-].[H-].[H-].[H-].[Li+].[Al+3]>C1COCC1>[Br:1][C:2]1[CH:11]=[CH:10][C:5]([CH2:6][OH:7])=[C:4]([CH2:12][OH:13])[CH:3]=1 |f:1.2.3.4.5.6|. Reported procedure: The compound of example 668 (2 g, 7.326 mmol) was taken in dry THF and was added to a slurry of LiAlH4 (1.67 g, 43.95 mmol) in THF cooled to 0° C. The reaction mixture was stirred at room temperature for 1 h. The reaction mixture was quenched with aqueous NaOH solution followed by extraction with ethyl acetate. The solvent was removed by distillation to afford the title compound. Starting materials: Cl (hydrogen chloride), CN(C(=O)NC)C=1SC(=NN1)SCC1=NC(=CC=C1)F (N,N'-dimethyl-N-[ 5-([6-fluorpyridin-2-yl]methyl]thio-1,3,4-thiadiazol-2-yl] urea). The solvent is C(Cl)(Cl)Cl (chloroform), C(C)OCC (diethyl ether). The product is Cl.CN(C(=O)NC)C=1SC(=NN1)SCC1=NC(=CC=C1)F (N,N'-dimethyl-N-[5-([6-fluoropyridin-2-yl]methyl)thio-1,3,4-thiadiazol-2-yl] urea hydrochloride). RXN SMILES: [ClH:1].[CH3:2][N:3]([C:8]1[S:9][C:10]([S:13][CH2:14][C:15]2[CH:20]=[CH:19][CH:18]=[C:17]([F:21])[N:16]=2)=[N:11][N:12]=1)[C:4]([NH:6][CH3:7])=[O:5]>C(Cl)(Cl)Cl.C(OCC)C>[ClH:1].[CH3:2][N:3]([C:8]1[S:9][C:10]([S:13][CH2:14][C:15]2[CH:20]=[CH:19][CH:18]=[C:17]([F:21])[N:16]=2)=[N:11][N:12]=1)[C:4]([NH:6][CH3:7])=[O:5] |f:4.5|. Procedure: Dry hydrogen chloride gas was slowly bubbled into a stirred solution of 3.0grams (0.012 mol) of N,N'-dimethyl-N-[ 5-([6-fluorpyridin-2-yl]methyl]thio-1,3,4-thiadiazol-2-yl] urea (prepared by the method of Example 2) dissolved in a mixture of 50 ml of chloroform and 10 ml of diethyl ether over a 5 minute period at room temperature. Theprecipitated solid product was collected by vacuum filtration and dried to yield 3.3 grams of the title compound, m.p. 177°-179° C. The reactants are OCCc1ccccc1, CS(=O)(=O)O, COC(=O)C(=O)c1ccc(O)cc1, CN(C)C=O, CC(=O)O, [H-], [Na+]. Yields the product COC(=O)C(=O)c1ccc(OCCc2ccccc2)cc1. As a reaction SMILES: [CH2:21]([CH2:22][c:23]1[cH:24][cH:25][cH:26][cH:27][cH:28]1)[OH:29].[CH3:16][S:17]([OH:18])(=[O:19])=[O:20].[CH3:1][O:2][C:3]([C:4]([c:5]1[cH:6][cH:7][c:8]([OH:11])[cH:9][cH:10]1)=[O:12])=[O:13].[CH3:30][N:31]([CH3:32])[CH:33]=[O:34].[CH3:35][C:36](=[O:37])[OH:38].[H-:14].[Na+:15]>>[CH3:1][O:2][C:3]([C:4]([c:5]1[cH:6][cH:7][c:8]([O:11][CH2:21][CH2:22][c:23]2[cH:24][cH:25][cH:26][cH:27][cH:28]2)[cH:9][cH:10]1)=[O:12])=[O:13]. RXN SMILES: [Cl:43][CH2:44][Cl:45].[F:1][C:2]([S:3](=[O:4])(=[O:5])[O:6][c:7]1[cH:8][cH:9][c:10]([CH:13]2[CH2:14][CH2:15][CH:16]([N:19]([C:20]([O:21][C:22]([CH3:23])([CH3:24])[CH3:25])=[O:26])[CH2:27][c:28]3[cH:29][cH:30][cH:31][cH:32][cH:33]3)[CH2:17][CH2:18]2)[cH:11][cH:12]1)([F:34])[F:35].[OH:36][C:37]([C:38]([F:39])([F:40])[F:41])=[O:42]>>[F:1][C:2]([S:3](=[O:4])(=[O:5])[O:6][c:7]1[cH:8][cH:9][c:10]([CH:13]2[CH2:14][CH2:15][CH:16]([NH:19][CH2:27][c:28]3[cH:29][cH:30][cH:31][cH:32][cH:33]3)[CH2:17][CH2:18]2)[cH:11][cH:12]1)([F:34])[F:35]. The product is O=S(=O)(Oc1ccc(C2CCC(NCc3ccccc3)CC2)cc1)C(F)(F)F. The reactants are ClCCl, CC(C)(C)OC(=O)N(Cc1ccccc1)C1CCC(c2ccc(OS(=O)(=O)C(F)(F)F)cc2)CC1, O=C(O)C(F)(F)F. Reactants: C(C)(C)(C)C1CCC(CC1)N (4-tert-butylcyclohexylamine), C(C)(=O)O (acetic acid), C(#N)[BH3-].[Na+] (sodium cyanoborohydride), C1(CC1)CN(CCC(=O)O)C(C1=CC=C(C=C1)C=O)=O (3-[cyclopropylmethyl-(4-formylbenzoyl)amino]propionic acid). Solvent: CN(C)C=O.COC(OC)OC (DMF trimethylorthoformate), CN(C)C=O.COC(OC)OC (DMF trimethylorthoformate). Run at temperature 25 celsius, time 8 hour. The product is C(C)(C)(C)C1CCC(CC1)NCC1=CC=C(C(=O)N(CCC(=O)O)CC2CC2)C=C1 (3-({4-[(4-tert-butylcyclohexylamino)methyl]benzoyl}cyclopropylmethylamino)propionic Acid). Reaction SMILES: [CH:1]1([CH2:4][N:5]([C:11](=[O:20])[C:12]2[CH:17]=[CH:16][C:15]([CH:18]=O)=[CH:14][CH:13]=2)[CH2:6][CH2:7][C:8]([OH:10])=[O:9])[CH2:3][CH2:2]1.[C:21]([CH:25]1[CH2:30][CH2:29][CH:28]([NH2:31])[CH2:27][CH2:26]1)([CH3:24])([CH3:23])[CH3:22].C(O)(=O)C.C([BH3-])#N.[Na+]>CN(C=O)C.COC(OC)OC>[C:21]([CH:25]1[CH2:26][CH2:27][CH:28]([NH:31][CH2:18][C:15]2[CH:16]=[CH:17][C:12]([C:11]([N:5]([CH2:4][CH:1]3[CH2:3][CH2:2]3)[CH2:6][CH2:7][C:8]([OH:10])=[O:9])=[O:20])=[CH:13][CH:14]=2)[CH2:29][CH2:30]1)([CH3:24])([CH3:22])[CH3:23] |f:3.4,5.6|. Reported procedure: The above resin bound 3-[cyclopropylmethyl-(4-formylbenzoyl)amino]propionic acid (50 mg) was treated with 1 mL 0.5 M (0.5 mmol, 77.5 mg) 4-tert-butylcyclohexylamine solution in DMF:trimethylorthoformate 1:1, 100 μL glacial acetic acid and sodium cyanoborohydride (750 μmol, 48 mg) suspended in 0.5 mL DMF:trimethylorthoformate 1:1. Overnight shaking at 25° C. followed by filtration and washing with 2×1 mL 20% H2O in DMF, 3×1 mL DMF and 2×1 mL dichloromethane afforded the desired product. Starting materials: C1(C=2C(C(N1C(CC(=O)O)C1=CC(=C(C=C1)Cl)Cl)=O)=CC=CC2)=O (3-phthalimido-3-(3,4-dichlorophenyl)propionic acid), C(=O)(N1C=NC=C1)N1C=NC=C1 (carbonyldiimidazole), CCOCC (ether), [OH-].[NH4+] (ammonium hydroxide). Reagents/catalysts: CN(C1=CC=NC=C1)C (4-dimethylaminopyridine). Run in O1CCCC1 (tetrahydrofuran). Conditions: time 10 minute. The product is C1(C=2C(C(N1C(CC(=O)N)C1=CC(=C(C=C1)Cl)Cl)=O)=CC=CC2)=O (3-phthalimido-3-(3,4-dichlorophenyl)propionamide). Isolated yield 35.6%. Reaction SMILES: [C:1]1(=[O:24])[N:5]([CH:6]([C:11]2[CH:16]=[CH:15][C:14]([Cl:17])=[C:13]([Cl:18])[CH:12]=2)[CH2:7][C:8](O)=[O:9])[C:4](=[O:19])[C:3]2=[CH:20][CH:21]=[CH:22][CH:23]=[C:2]12.C(N1C=CN=C1)([N:27]1C=CN=C1)=O.[OH-].[NH4+].CCOCC>O1CCCC1.CN(C)C1C=CN=CC=1>[C:1]1(=[O:24])[N:5]([CH:6]([C:11]2[CH:16]=[CH:15][C:14]([Cl:17])=[C:13]([Cl:18])[CH:12]=2)[CH2:7][C:8]([NH2:27])=[O:9])[C:4](=[O:19])[C:3]2=[CH:20][CH:21]=[CH:22][CH:23]=[C:2]12 |f:2.3|. Procedure: To a stirred solution of 3-phthalimido-3-(3,4-dichlorophenyl)propionic acid (1.10 g, 3.02 mmol) in 20 mL of tetrahydrofuran at room temperature under nitrogen was added carbonyldiimidazole (0.51 g, 3.17 mmol) and a catalytic amount of 4-dimethylaminopyridine. The mixture was stirred for 45 in and then concentrated ammonium hydroxide (0.21 mL, 3.2 mmol) was added. The reaction mixture was stirred for 10 minutes and then the tetrahydrofuran was removed under reduced pressure. To the resulting mixt... The reagents and catalysts are [Fe-3](C#N)(C#N)(C#N)(C#N)(C#N)C#N.[K+].[K+].[K+] (potassium ferricyanide). Starting materials: [OH-].[Na+] (NaOH), C(C)(=S)NC1=CC2=C(CCN(CC2)C(=O)OC(C)(C)C)C=C1 (1,1-dimethylethyl 7-(ethanethioylamino)-1,2,4,5-tetrahydro-3H-3-benzazepine-3-carboxylate). Procedure details: 1,1-dimethylethyl 7-(ethanethioylamino)-1,2,4,5-tetrahydro-3H-3-benzazepine-3-carboxylate (411 mg), was dissolved in MeOH (12 ml), and 1N NaOH (6.1 ml) and added to potassium ferricyanide [K3Fe(CN)6] (2.1 g), in H2O (12 ml). This mixture was warmed up to 60° C. for 1.5 h, cooled at rt. concentrated and the material thus obtained was purified by flash chromatography over silica gel, eluting with 20% ethyl acetate in hexane, affording a 2:1 mixture of title compound and its regioisomer (167 mg) th... Run at temperature 60 celsius. The product is CC=1SC2=CC3=C(CCN(CC3)C(=O)OC(C)(C)C)C=C2N1 (1,1-dimethylethyl 2-methyl-5,6,8,9-tetrahydro-7H-[1,3]thiazolo[4,5-h][3]benzazepine-7-carboxylate). As a reaction SMILES: [C:1]([NH:4][C:5]1[CH:22]=[CH:21][C:8]2[CH2:9][CH2:10][N:11]([C:14]([O:16][C:17]([CH3:20])([CH3:19])[CH3:18])=[O:15])[CH2:12][CH2:13][C:7]=2[CH:6]=1)(=[S:3])[CH3:2].[OH-].[Na+]>CO.O.[Fe-3](C#N)(C#N)(C#N)(C#N)(C#N)C#N.[K+].[K+].[K+]>[CH3:2][C:1]1[S:3][C:22]2[C:5]([N:4]=1)=[CH:6][C:7]1[CH2:13][CH2:12][N:11]([C:14]([O:16][C:17]([CH3:18])([CH3:20])[CH3:19])=[O:15])[CH2:10][CH2:9][C:8]=1[CH:21]=2 |f:1.2,5.6.7.8|. The solvent is O (H2O), CO (MeOH). Starting materials: O=C1CCC(=O)N1Br, ClCCl, OCCCc1ccc(C(F)(F)F)c(F)c1, O, c1ccc(P(c2ccccc2)c2ccccc2)cc1. Product: Fc1cc(CCCBr)ccc1C(F)(F)F. RXN SMILES: [Br:35][N:36]1[C:37](=[O:38])[CH2:39][CH2:40][C:41]1=[O:42].[CH2:44]([Cl:45])[Cl:46].[F:1][c:2]1[cH:3][c:4]([CH2:12][CH2:13][CH2:14][OH:15])[cH:5][cH:6][c:7]1[C:8]([F:9])([F:10])[F:11].[OH2:43].[c:16]1([P:17]([c:18]2[cH:19][cH:20][cH:21][cH:22][cH:23]2)[c:24]2[cH:25][cH:26][cH:27][cH:28][cH:29]2)[cH:30][cH:31][cH:32][cH:33][cH:34]1>>[F:1][c:2]1[cH:3][c:4]([CH2:12][CH2:13][CH2:14][Br:35])[cH:5][cH:6][c:7]1[C:8]([F:9])([F:10])[F:11].